Dataset: the Open Reaction Database (ORD), a public repository of structured organic reaction records. Task: describe an organic reaction: reactants, conditions, products, and yield Starting materials: N[C@@H](CCC(=O)O)C(=O)O (L-Glutamic acid), Cl[Si](C)(C)C (chlorotrimethylsilane), γ-allyl ester, C(C=C)O (allyl alcohol). The product is C(C=C)OC(CCC(C(=O)O)N)=O (2-amino-pentanedioic acid 5-allyl ester). The yield is 62.0%. Reaction SMILES: [NH2:1][C@H:2]([C:8]([OH:10])=[O:9])[CH2:3][CH2:4][C:5]([OH:7])=[O:6].[CH2:11](O)[CH:12]=[CH2:13].Cl[Si](C)(C)C>>[CH2:13]([O:6][C:5](=[O:7])[CH2:4][CH2:3][CH:2]([NH2:1])[C:8]([OH:10])=[O:9])[CH:12]=[CH2:11]. Procedure details: L-Glutamic acid (3) was protected in 62% yield as the γ-allyl ester using allyl alcohol and chlorotrimethylsilane to provide 2-amino-pentanedioic acid 5-allyl ester 4 as follows: The reactants are [BH4-], CCCCCCCN, CCO, COc1cccc(C=O)c1OCc1ccccc1, Cl, [Na+], [Na+], [OH-], O. Product: CCCCCCCNCc1cccc(OC)c1OCc1ccccc1. RXN SMILES: [BH4-:27].[CH2:1]([CH2:2][CH2:3][CH2:4][CH2:5][CH2:6][CH3:7])[NH2:8].[CH2:33]([OH:34])[CH3:35].[CH2:9]([c:10]1[cH:11][cH:12][cH:13][cH:14][cH:15]1)[O:16][c:17]1[c:18]([CH:19]=[O:20])[cH:21][cH:22][cH:23][c:24]1[O:25][CH3:26].[ClH:29].[Na+:28].[Na+:31].[OH-:30].[OH2:32]>>[CH2:1]([CH2:2][CH2:3][CH2:4][CH2:5][CH2:6][CH3:7])[NH:8][CH2:19][c:18]1[c:17]([O:16][CH2:9][c:10]2[cH:11][cH:12][cH:13][cH:14][cH:15]2)[c:24]([O:25][CH3:26])[cH:23][cH:22][cH:21]1. The reactants are C(C)(=O)N[C@H]1C[C@@H](OC)OC([C@H]1OC(C1=CC=CC=C1)=O)=C (methyl 3-acetamido-4-O-benzoyl-2,3,6-trideoxy-α-D-erythro-hex-5-enopyranoside), C[O-].[Na+] (sodium methoxide), C1=CC=CC=C1.CC(=O)C (benzene acetone). Solvent: CO (methanol). Reaction conditions: time 12 hour. Product: C(C)(=O)N[C@H]1C[C@@H](OC)OC([C@H]1O)=C (methyl 3-acetamido-2,3,6-trideoxy-α-D-erythro-hex-5-enopyranoside). Reaction SMILES: [C:1]([NH:4][C@@H:5]1[C@H:12]([O:13]C(=O)C2C=CC=CC=2)[C:11](=[CH2:22])[O:10][C@H:7]([O:8][CH3:9])[CH2:6]1)(=[O:3])[CH3:2].C[O-].[Na+].C1C=CC=CC=1.CC(C)=O>CO>[C:1]([NH:4][C@@H:5]1[C@H:12]([OH:13])[C:11](=[CH2:22])[O:10][C@H:7]([O:8][CH3:9])[CH2:6]1)(=[O:3])[CH3:2] |f:1.2,3.4|. Reported procedure: To a solution of Compound VII (5 g, 16.4 mmoles) in absolute methanol (30 ml) was added M sodium methoxide (0.5 ml), and the mixture was kept for 12 hours at 25° C, at which point, t.l.c. (2:3 benzene-acetone) indicated that saponification was complete. The solution was passed through a small bed (250 × 20 mm) of silica gel in a column, and the effluent was evaporated in vacuo to give Compound VIII as a syrup, yield 3.2 g (97%); this was subjected, without delay, to the hydrogenation step of Exa... Reactants: O=C([O-])O, CC(=O)[O-], CC(=O)OC(C)=O, Oc1ccc(F)cc1, [Na+], [Na+], O, c1ccccc1. Yields the product CC(=O)Oc1ccc(F)cc1. Reaction SMILES: [C:21](=[O:22])([OH:23])[O-:24].[CH3:10][C:11]([O-:12])=[O:13].[CH3:14][C:15]([O:16][C:17](=[O:18])[CH3:19])=[O:20].[F:1][c:2]1[cH:3][cH:4][c:5]([OH:8])[cH:6][cH:7]1.[Na+:25].[Na+:9].[OH2:32].[cH:26]1[cH:27][cH:28][cH:29][cH:30][cH:31]1>>[F:1][c:2]1[cH:3][cH:4][c:5]([O:8][C:11]([CH3:10])=[O:12])[cH:6][cH:7]1. The reactants are C[S-], CS(C)=O, O=C(O)c1cn(Cc2ccc(Cl)nn2)c2c(F)cccc2c1=O, [Na+]. Product: CSc1ccc(Cn2cc(C(=O)O)c(=O)c3cccc(F)c32)nn1. Reaction SMILES: [CH3:24][S-:25].[CH3:27][S:28]([CH3:29])=[O:30].[Cl:1][c:2]1[cH:3][cH:4][c:5]([CH2:8][n:9]2[cH:10][c:11]([C:21](=[O:22])[OH:23])[c:12](=[O:20])[c:13]3[cH:14][cH:15][cH:16][c:17]([F:19])[c:18]23)[n:6][n:7]1.[Na+:26]>>[c:2]1([S:25][CH3:24])[cH:3][cH:4][c:5]([CH2:8][n:9]2[cH:10][c:11]([C:21](=[O:22])[OH:23])[c:12](=[O:20])[c:13]3[cH:14][cH:15][cH:16][c:17]([F:19])[c:18]23)[n:6][n:7]1. The reactants are [OH-].C(C1=CC=CC=C1)[N+](C)(C)C (Benzyl trimethylammonium hydroxide), COC=1C=C(C=CC1)C(C#N)CC1=CC=CC=C1 (2-(3-methoxyphenyl)-3-phenylpropanenitrile), C(C=C)(=O)OCC (ethyl acrylate). Yields the product COC(CC(C1=CC(=CC=C1)OC)(C#N)CC1=CC=CC=C1)=O (3-Benzyl-3-cyano-3-(3-methoxy-phenyl)-propionic acid methyl ester). As a reaction SMILES: [OH-].C([N+](C)(C)C)C1C=CC=CC=1.[CH3:13][O:14][C:15]1[CH:16]=[C:17]([CH:21]([CH2:24][C:25]2[CH:30]=[CH:29][CH:28]=[CH:27][CH:26]=2)[C:22]#[N:23])[CH:18]=[CH:19][CH:20]=1.[C:31]([O:35][CH2:36]C)(=[O:34])[CH:32]=C>>[CH3:36][O:35][C:31](=[O:34])[CH2:32][C:21]([CH2:24][C:25]1[CH:30]=[CH:29][CH:28]=[CH:27][CH:26]=1)([C:22]#[N:23])[C:17]1[CH:18]=[CH:19][CH:20]=[C:15]([O:14][CH3:13])[CH:16]=1 |f:0.1|. Procedure details: Benzyl trimethylammonium hydroxide (40% in MeOH, 100 μl, 0.22 mmol) was added to a stirred mixture of 2-(3-methoxyphenyl)-3-phenylpropanenitrile (1 g, 4.2 mmol) and ethyl acrylate (0.51 g, 5.1 mmol). After the initial exothermic reaction had subsided the mixture was refluxed for 4 h, cooled to room temperature and extracted three times with DCM. The combined organic layers were washed with water, dried, filtered and evaporated to obtain a pale yellow oil m(CR)=1.06 g that was purified by flash c... Reactants: BrC1=CC=2C(=C(N=CC2)OC)O1 (2-Bromo-7-methoxyfuro[2,3-c]pyridine), C(C)B(C=1C=NC=CC1)CC (diethyl(3-pyridyl)borane), [OH-].[K+] (potassium hydroxide). The reagents and catalysts are [I-].C(CCC)[N+](CCCC)(CCCC)CCCC (tetrabutyl ammonium iodide), C1=CC=C(C=C1)P(C2=CC=CC=C2)C3=CC=CC=C3.C1=CC=C(C=C1)P(C2=CC=CC=C2)C3=CC=CC=C3.C1=CC=C(C=C1)P(C2=CC=CC=C2)C3=CC=CC=C3.C1=CC=C(C=C1)P(C2=CC=CC=C2)C3=CC=CC=C3.[Pd] (tetrakis(triphenylphosphine)palladium(O)). Run in O1CCCC1 (tetrahydrofuran). The product is COC=1N=CC=C2C1OC(=C2)C=2C=NC=CC2 (7-Methoxy-2-pyridin-3-yl-furo[2,3-c]pyridine). The yield is 50.4%. Reaction SMILES: Br[C:2]1[O:12][C:5]2=[C:6]([O:10][CH3:11])[N:7]=[CH:8][CH:9]=[C:4]2[CH:3]=1.C(B(CC)[C:16]1[CH:17]=[N:18][CH:19]=[CH:20][CH:21]=1)C.[OH-].[K+]>[I-].C([N+](CCCC)(CCCC)CCCC)CCC.O1CCCC1.C1C=CC(P(C2C=CC=CC=2)C2C=CC=CC=2)=CC=1.C1C=CC(P(C2C=CC=CC=2)C2C=CC=CC=2)=CC=1.C1C=CC(P(C2C=CC=CC=2)C2C=CC=CC=2)=CC=1.C1C=CC(P(C2C=CC=CC=2)C2C=CC=CC=2)=CC=1.[Pd]>[CH3:11][O:10][C:6]1[N:7]=[CH:8][CH:9]=[C:4]2[CH:3]=[C:2]([C:16]3[CH:17]=[N:18][CH:19]=[CH:20][CH:21]=3)[O:12][C:5]=12 |f:2.3,4.5,7.8.9.10.11|. Reported procedure: 2-Bromo-7-methoxyfuro[2,3-c]pyridine (0.6 g), diethyl(3-pyridyl)borane (0.387 g), tetrakis(triphenylphosphine)palladium(O) (0.157 g), potassium hydroxide (0.442 g) and tetrabutyl ammonium iodide (0.486 g) were combined in dry tetrahydrofuran (25 ml) under dry nitrogen. The mixture was heated to reflux for 1 hour. The solvent was removed in vacuo, and the residue partitioned between dichloromethane (20 ml) and water (20 ml). The aqueous layer was extracted with dichloromethane (20 ml). The combin...